Dataset: the Open Reaction Database (ORD), a public repository of structured organic reaction records. Task: describe an organic reaction: reactants, conditions, products, and yield Starting materials: CC(=O)OO, C=CCc1ccccc1O, ClCCl. Yields the product Oc1ccccc1CC1CO1. Reaction SMILES: [C:11]([O:12][OH:14])(=[O:13])[CH3:15].[CH2:1]([CH:2]=[CH2:3])[c:4]1[c:5]([OH:10])[cH:6][cH:7][cH:8][cH:9]1.[Cl:16][CH2:17][Cl:18]>>[CH2:1]([CH:2]1[CH2:3][O:13]1)[c:4]1[c:5]([OH:10])[cH:6][cH:7][cH:8][cH:9]1. Starting materials: C1COCCN1, CO, Nc1cc2cccnc2c(Br)n1. The product is Nc1cc2cccnc2c(N2CCOCC2)n1. RXN SMILES: [CH2:13]1[CH2:14][O:15][CH2:16][CH2:17][NH:18]1.[CH3:19][OH:20].[NH2:1][c:2]1[cH:3][c:4]2[cH:5][cH:6][cH:7][n:8][c:9]2[c:10]([Br:12])[n:11]1>>[NH2:1][c:2]1[cH:3][c:4]2[cH:5][cH:6][cH:7][n:8][c:9]2[c:10]([N:18]2[CH2:13][CH2:14][O:15][CH2:16][CH2:17]2)[n:11]1. Starting materials: O (water), FC(C(C(=O)O)(C)O)(F)F (3,3,3-trifluoro-2-hydroxy-2-methylpropanoic acid), COC=1C=C(C=CC1S(=O)(=O)C1=CC=NC=C1)N (3-Methoxy-4-(4-pyridylsulfonyl)benzeneamine), S(=O)(Cl)Cl (thionyl chloride). Solvent: CN(C(C)=O)C (N,N-dimethylacetamide). Conditions: time 1 hour. The product is COC=1C=C(C=CC1S(=O)(=O)C1=CC=NC=C1)NC(C(C(F)(F)F)(C)O)=O (N-[3-Methoxy-4-(4-pyridylsulfonyl)phenyl]-3,3,3-trifluoro-2-hydroxy-2-methylpropanamide). Isolated yield 53.7%. As a reaction SMILES: [F:1][C:2]([F:10])([F:9])[C:3]([OH:8])([CH3:7])[C:4](O)=[O:5].S(Cl)(Cl)=O.[CH3:15][O:16][C:17]1[CH:18]=[C:19]([NH2:32])[CH:20]=[CH:21][C:22]=1[S:23]([C:26]1[CH:31]=[CH:30][N:29]=[CH:28][CH:27]=1)(=[O:25])=[O:24].O>CN(C)C(=O)C>[CH3:15][O:16][C:17]1[CH:18]=[C:19]([NH:32][C:4](=[O:5])[C:3]([OH:8])([CH3:7])[C:2]([F:10])([F:9])[F:1])[CH:20]=[CH:21][C:22]=1[S:23]([C:26]1[CH:31]=[CH:30][N:29]=[CH:28][CH:27]=1)(=[O:24])=[O:25]. Procedure details: To a stirred, cooled (-20° C.) solution of 3,3,3-trifluoro-2-hydroxy-2-methylpropanoic acid (1.79 g, 11.3 mmol) in N,N-dimethylacetamide (20 mL) was added thionyl chloride (1.34 g, 11.3 mmol) and the mixture stirred at -10° to -15° C. for 1 hour. 3-Methoxy-4-(4-pyridylsulfonyl)benzeneamine (2.00 g, 7.6 mmol) was added in one portion and the reaction mixture stirred at room temperature overnight. The mixture was poured into water and the aqueous solution filtered through Celite. The Celite was wa... The reactants are OC=1C=C2C=C(NC2=CC1)C(=O)[O-] (5-hydroxy-1H-indole-2-carboxylate), OC[C@H]1CN(CCO1)C(=O)OC(C)(C)C (1,1-dimethylethyl (2R)-2-(hydroxymethyl)-4-morpholinecarboxylate), C1(=CC=CC=C1)P(C1=CC=CC=C1)C1=CC=CC=C1 (triphenylphosphine), N(=NC(=O)OCC)C(=O)OCC (diethyl azodicarboxylate). Solvent: C(Cl)Cl (CH2Cl2). Yields the product CC(C)(C)OC(=O)N1C[C@@H](OCC1)COC=1C=C2C=C(NC2=CC1)C(=O)OC (methyl 5-{[((2R)-4-{[(1,1-dimethylethyl)oxy]carbonyl}-2-morpholinyl)methyl]oxy}-1H-indole-2-carboxylate). The yield is 76.8%. RXN SMILES: [OH:1][C:2]1[CH:3]=[C:4]2[C:8](=[CH:9][CH:10]=1)[NH:7][C:6]([C:11]([O-:13])=[O:12])=[CH:5]2.[C:14]1(P(C2C=CC=CC=2)C2C=CC=CC=2)C=CC=CC=1.N(C(OCC)=O)=NC(OCC)=O.O[CH2:46][C@@H:47]1[O:52][CH2:51][CH2:50][N:49]([C:53]([O:55][C:56]([CH3:59])([CH3:58])[CH3:57])=[O:54])[CH2:48]1>C(Cl)Cl>[CH3:57][C:56]([O:55][C:53]([N:49]1[CH2:50][CH2:51][O:52][C@@H:47]([CH2:46][O:1][C:2]2[CH:3]=[C:4]3[C:8](=[CH:9][CH:10]=2)[NH:7][C:6]([C:11]([O:13][CH3:14])=[O:12])=[CH:5]3)[CH2:48]1)=[O:54])([CH3:59])[CH3:58]. Reported procedure: Methyl 5-{[((2R)-4-{[(1,1-dimethylethyl)oxy]carbonyl}-2-morpholinyl)methyl]oxy}-1H-indole-2-carboxylate was prepared in a similar manner as described herein from 5-hydroxy-1H-indole-2-carboxylate (0.10 g, 0.5 mmol), triphenylphosphine (0.28 g, 1.0 mmol), diethyl azodicarboxylate (0.18 g, 1.0 mmol), 1,1-dimethylethyl (2R)-2-(hydroxymethyl)-4-morpholinecarboxylate (0.23 g, 1.0 mmol) and CH2Cl2 (5 mL). The crude material was purified by Reverse-Phase HPLC (water/acetonitrile with 0.1% TFA). The des... Starting materials: ClC1=CC(=C(S1)CO)C1=CC=C(C=C1)CC ([5-chloro-3-(4-ethylphenyl)thiophen-2-yl]methanol), OC1=C(C(=C(C=C1)CCC(=O)OCC)C)C (ethyl 3-(4-hydroxy-2,3-dimethylphenyl)propanoate), ClC1=CC(=C(S1)COC1=C(C(=C(C=C1)CCC(=O)OCC)C)C)C1=CC=C(C=C1)Cl (ethyl 3-(4-((5-chloro-3-(4-chlorophenyl)thiophen-2-yl)methoxy)-2,3-dimethylphenyl)propanoate). Yields the product ClC1=CC(=C(S1)COC1=C(C(=C(C=C1)CCC(=O)O)C)C)C1=CC=C(C=C1)CC (3-(4-[[5-chloro-3-(4-ethylphenyl)thiophen-2-yl]methoxy]-2,3-dimethylphenyl)propanoic acid). RXN SMILES: [Cl:1][C:2]1[S:6][C:5]([CH2:7][OH:8])=[C:4]([C:9]2[CH:14]=[CH:13][C:12]([CH2:15][CH3:16])=[CH:11][CH:10]=2)[CH:3]=1.O[C:18]1[CH:23]=[CH:22][C:21]([CH2:24][CH2:25][C:26]([O:28]CC)=[O:27])=[C:20]([CH3:31])[C:19]=1[CH3:32].ClC1SC(COC2C=CC(CCC(OCC)=O)=C(C)C=2C)=C(C2C=CC(Cl)=CC=2)C=1>>[Cl:1][C:2]1[S:6][C:5]([CH2:7][O:8][C:18]2[CH:23]=[CH:22][C:21]([CH2:24][CH2:25][C:26]([OH:28])=[O:27])=[C:20]([CH3:31])[C:19]=2[CH3:32])=[C:4]([C:9]2[CH:14]=[CH:13][C:12]([CH2:15][CH3:16])=[CH:11][CH:10]=2)[CH:3]=1. Procedure details: The title compound was prepared according to the procedure described in Example 197 by coupling of [5-chloro-3-(4-ethylphenyl)thiophen-2-yl]methanol and ethyl 3-(4-hydroxy-2,3-dimethylphenyl)propanoate followed by hydrolysis of ethyl 3-(4-((5-chloro-3-(4-chlorophenyl)thiophen-2-yl)methoxy)-2,3-dimethylphenyl)propanoate to afford the desired product as an off-white solid. 1H NMR (300 MHz, CD3OD) δ7.32 (d, J=8.4 Hz, 2H), 7.26 (d, J=8.4 Hz, 2H), 7.02 (s, 2H), 6.91 (d, J=8.1 Hz, 2H), 6.61 (d, J=8.4 ... The reactants are CO, ClC(Cl)Cl, Cl, CC(NC(=O)Cc1cc(F)cc(F)c1)C(=O)O, CCOC(=O)C(N)C1CCCCC1. The product is CCOC(=O)C(NC(=O)C(C)NC(=O)Cc1cc(F)cc(F)c1)C1CCCCC1. RXN SMILES: [CH3:32][OH:33].[Cl:34][CH:35]([Cl:36])[Cl:37].[ClH:18].[F:1][c:2]1[cH:3][c:4]([CH2:9][C:10](=[O:11])[NH:12][CH:13]([CH3:14])[C:15](=[O:16])[OH:17])[cH:5][c:6]([F:8])[cH:7]1.[NH2:19][CH:20]([C:21](=[O:22])[O:23][CH2:24][CH3:25])[CH:26]1[CH2:27][CH2:28][CH2:29][CH2:30][CH2:31]1>>[F:1][c:2]1[cH:3][c:4]([CH2:9][C:10](=[O:11])[NH:12][CH:13]([CH3:14])[C:15](=[O:17])[NH:19][CH:20]([C:21](=[O:22])[O:23][CH2:24][CH3:25])[CH:26]2[CH2:27][CH2:28][CH2:29][CH2:30][CH2:31]2)[cH:5][c:6]([F:8])[cH:7]1. Run in CO (MeOH). The product is FC(C=1C=C2C=C(C=NC2=CC1)OC)(C1=NN=C2N1C=C(C=C2F)C=2C=NN(C2)C)F (6-(difluoro(8-fluoro-6-(1-methyl-1H-pyrazol-4-yl)-[1,2,4]triazolo[4,3-a]pyridin-3-yl)methyl)-3-methoxyquinoline). Starting materials: FC(C(=O)NNC1=NC=C(C=C1F)C=1C=NN(C1)C)(C=1C=C2C=C(C=NC2=CC1)OC)F (2,2-difluoro-N′-(3-fluoro-5-(1-methyl-1H-pyrazol-4-yl)pyridin-2-yl)-2-(3-methoxyquinolin-6-yl)acetohydrazide), C(C)(C)N(CC)C(C)C (diisopropylethylamine), ClC(C#N)(Cl)Cl (2,2,2-trichloroacetonitrile), C1(=CC=CC=C1)P(C1=CC=CC=C1)C1=CC=CC=C1 (triphenylphosphine), ClC(C)Cl (dichloroethane). Reported procedure: A sealable microwave vial was charged with 2,2-difluoro-N′-(3-fluoro-5-(1-methyl-1H-pyrazol-4-yl)pyridin-2-yl)-2-(3-methoxyquinolin-6-yl)acetohydrazide (225 mg, 509 μmol) and polymer supported triphenylphosphine (2.3 mmol/g, 221 mg, 509 μmol). The flask was sealed and dichloroethane (4 mL) was added followed by diisopropylethylamine (89 μl, 509 μmol) and 2,2,2-trichloroacetonitrile (127 μl, 1271 μmol). The resulting mixture was irradiated in a microwave (Biotage Initiator) at 150° C. for 40 min.... Reaction SMILES: [F:1][C:2]([F:32])([C:20]1[CH:21]=[C:22]2[C:27](=[CH:28][CH:29]=1)[N:26]=[CH:25][C:24]([O:30][CH3:31])=[CH:23]2)[C:3]([NH:5][NH:6][C:7]1[C:12]([F:13])=[CH:11][C:10]([C:14]2[CH:15]=[N:16][N:17]([CH3:19])[CH:18]=2)=[CH:9][N:8]=1)=O.C1(P(C2C=CC=CC=2)C2C=CC=CC=2)C=CC=CC=1.ClC(Cl)C.C(N(C(C)C)CC)(C)C.ClC(Cl)(Cl)C#N>CO>[F:1][C:2]([F:32])([C:3]1[N:8]2[CH:9]=[C:10]([C:14]3[CH:15]=[N:16][N:17]([CH3:19])[CH:18]=3)[CH:11]=[C:12]([F:13])[C:7]2=[N:6][N:5]=1)[C:20]1[CH:21]=[C:22]2[C:27](=[CH:28][CH:29]=1)[N:26]=[CH:25][C:24]([O:30][CH3:31])=[CH:23]2. Isolated yield 43.5%. Reactants: COC(=O)CNCC(C)(C)NC(=O)OC(C)(C)C, ClCCl, O=C(O)C(F)(F)F. The product is CC1(C)CNCC(=O)N1. RXN SMILES: [CH3:1][O:2][C:3]([CH2:4][NH:5][CH2:6][C:7]([CH3:8])([CH3:9])[NH:10][C:11]([O:13][C:14]([CH3:15])([CH3:16])[CH3:17])=[O:18])=[O:12].[Cl:26][CH2:27][Cl:28].[F:19][C:20]([F:21])([F:22])[C:23]([OH:24])=[O:25]>>[CH2:4]1[NH:5][CH2:6][C:7]([CH3:8])([CH3:9])[NH:10][C:11]1=[O:13].